The task is: describe an organic reaction: reactants, conditions, products, and yield. This data is from the Open Reaction Database (ORD), a public repository of structured organic reaction records. RXN SMILES: [C:6]([CH3:7])([CH3:8])([CH3:9])[O:10][C:11](=[O:12])[NH:13][CH:14]1[CH2:15][CH2:16][CH:17]([OH:20])[CH2:18][CH2:19]1.[CH2:21]([c:22]1[cH:23][cH:24][cH:25][cH:26][cH:27]1)[Br:28].[CH3:32][S:33](=[O:34])[CH3:35].[H-:29].[Na+:30].[O:1]1[CH2:2][CH2:3][CH2:4][CH2:5]1.[OH2:31]>>[C:6]([CH3:7])([CH3:8])([CH3:9])[O:10][C:11](=[O:12])[NH:13][CH:14]1[CH2:15][CH2:16][CH:17]([O:20][CH2:21][c:22]2[cH:23][cH:24][cH:25][cH:26][cH:27]2)[CH2:18][CH2:19]1. Starting materials: CC(C)(C)OC(=O)NC1CCC(O)CC1, BrCc1ccccc1, CS(C)=O, [H-], [Na+], C1CCOC1, O. Product: CC(C)(C)OC(=O)NC1CCC(OCc2ccccc2)CC1. Starting materials: Cl.NCCC(C(=O)O)C1=CC=CC=C1 (4-amino-2-phenylbutyric acid hydrochloride), C[Si](C)(C)Cl (trimethylsilyl chloride). Run in CO (methanol). Conditions: temperature 20 celsius, time 12 hour. The product is Cl.NCCC(C(=O)OC)C1=CC=CC=C1 (Methyl 4-amino-2-phenylbutyrate hydrochloride). RXN SMILES: Cl.[NH2:2][CH2:3][CH2:4][CH:5]([C:9]1[CH:14]=[CH:13][CH:12]=[CH:11][CH:10]=1)[C:6]([OH:8])=[O:7].[CH3:15][Si]([Cl:19])(C)C>CO>[ClH:19].[NH2:2][CH2:3][CH2:4][CH:5]([C:9]1[CH:14]=[CH:13][CH:12]=[CH:11][CH:10]=1)[C:6]([O:8][CH3:15])=[O:7] |f:0.1,4.5|. Reported procedure: A mixture of 1 g (4.64 mmol) of 4-amino-2-phenylbutyric acid hydrochloride and 0.67 ml (5.1 mmol) of trimethylsilyl chloride in 50 ml of methanol is heated at reflux for 2 hours. The mixture is subsequently stirred at 20° C. for 12 hours and then concentrated under reduced pressure, triturated in 50 ml of ethyl ether and then filtered. This gives 0.9 g of the expected product in the form of a white solid. Reactants: ClC=1SC2=C(N1)C=CC(=C2)OC(F)(F)F (2-Chloro-6-trifluoromethoxybenzothiazole), NC1=CC(=C(C(=C1)Cl)O)Cl (4-amino-2,6-dichlorophenol). Yields the product ClC=1C=C(C=C(C1OC=1SC2=C(N1)C=CC(=C2)OC(F)(F)F)Cl)N (3,5-Dichloro-4-(6-trifluoromethoxy-benzothiazol-2-yloxy)-phenylamine). RXN SMILES: Cl[C:2]1[S:3][C:4]2[CH:10]=[C:9]([O:11][C:12]([F:15])([F:14])[F:13])[CH:8]=[CH:7][C:5]=2[N:6]=1.[NH2:16][C:17]1[CH:22]=[C:21]([Cl:23])[C:20]([OH:24])=[C:19]([Cl:25])[CH:18]=1>>[Cl:23][C:21]1[CH:22]=[C:17]([NH2:16])[CH:18]=[C:19]([Cl:25])[C:20]=1[O:24][C:2]1[S:3][C:4]2[CH:10]=[C:9]([O:11][C:12]([F:15])([F:14])[F:13])[CH:8]=[CH:7][C:5]=2[N:6]=1. Procedure details: 3,5-Dichloro-4-(6-trifluoromethoxy-benzothiazol-2-yloxy)-phenylamine was synthesized (76%) from 2-chloro-6-trifluoromethoxybenzotiazole (413) and 4-amino-2,6-dichlorophenol (Aldrich) in a similar manner as described in Example 417.